Dataset: the Open Reaction Database (ORD), a public repository of structured organic reaction records. Task: describe an organic reaction: reactants, conditions, products, and yield Reaction SMILES: [Br:42][CH2:43][CH2:44][F:45].[C:36](=[O:37])([O-:38])[O-:39].[CH3:46][C:47]#[N:48].[Cl:1][c:2]1[cH:3][c:4]([C:32]([F:33])([F:34])[F:35])[c:5]([CH2:6][n:7]2[n:8][cH:9][c:10]3[cH:11][c:12]([CH:16]=[C:17]4[C:18](=[O:29])[N:19]=[C:20]([N:22]5[CH2:23][CH2:24][NH:25][CH2:26][CH2:27][CH2:28]5)[S:21]4)[cH:13][cH:14][c:15]23)[cH:30][cH:31]1.[K+:40].[K+:41]>>[Cl:1][c:2]1[cH:3][c:4]([C:32]([F:33])([F:34])[F:35])[c:5]([CH2:6][n:7]2[n:8][cH:9][c:10]3[cH:11][c:12]([CH:16]=[C:17]4[C:18](=[O:29])[N:19]=[C:20]([N:22]5[CH2:23][CH2:24][N:25]([CH2:43][CH2:44][F:45])[CH2:26][CH2:27][CH2:28]5)[S:21]4)[cH:13][cH:14][c:15]23)[cH:30][cH:31]1. Reactants: FCCBr, O=C([O-])[O-], CC#N, O=C1N=C(N2CCCNCC2)SC1=Cc1ccc2c(cnn2Cc2ccc(Cl)cc2C(F)(F)F)c1, [K+], [K+]. The product is O=C1N=C(N2CCCN(CCF)CC2)SC1=Cc1ccc2c(cnn2Cc2ccc(Cl)cc2C(F)(F)F)c1.